The task is: describe an organic reaction: reactants, conditions, products, and yield. This data is from the Open Reaction Database (ORD), a public repository of structured organic reaction records. Reactants: O=C([O-])O, O=C1NC(=O)C(c2ccc3c(c2)CCC3)C(=O)N1, CCCCCC, Clc1ncnc2ncccc12, [Na+]. Yields the product O=C1NC(=O)C(c2ccc3c(c2)CCC3)(c2ncnc3ncccc23)C(=O)N1. As a reaction SMILES: [C:30](=[O:31])([OH:32])[O-:33].[CH2:12]1[CH2:13][CH2:14][c:15]2[cH:16][c:17]([CH:21]3[C:22](=[O:29])[NH:23][C:24](=[O:28])[NH:25][C:26]3=[O:27])[cH:18][cH:19][c:20]21.[CH3:35][CH2:36][CH2:37][CH2:38][CH2:39][CH3:40].[Cl:1][c:2]1[c:3]2[c:4]([n:5][cH:6][n:7]1)[n:8][cH:9][cH:10][cH:11]2.[Na+:34]>>[c:2]1([C:21]2([c:17]3[cH:16][c:15]4[c:20]([cH:19][cH:18]3)[CH2:12][CH2:13][CH2:14]4)[C:22](=[O:29])[NH:23][C:24](=[O:28])[NH:25][C:26]2=[O:27])[c:3]2[c:4]([n:5][cH:6][n:7]1)[n:8][cH:9][cH:10][cH:11]2. The reactants are C=O (formaldehyde), C([O-])([O-])=O.[K+].[K+] (potassium carbonate), C(C(=O)OCC)(=O)OCC (diethyl oxalate), C1(=CC=CC=C1)CC(=O)OCC (ethyl phenylacetate), [O-]CC.[Na+] (sodium ethoxide). Run in O (water), C1(=CC=CC=C1)C (toluene). Conditions: temperature 0 celsius, time 1 hour. Yields the product C(C(=C)C1=CC=CC=C1)(=O)OCC (Ethyl atropate). Reaction SMILES: [C:1](OCC)(=O)C(OCC)=O.[C:11]1([CH2:17][C:18]([O:20][CH2:21][CH3:22])=[O:19])[CH:16]=[CH:15][CH:14]=[CH:13][CH:12]=1.[O-]CC.[Na+].C=O.C(=O)([O-])[O-].[K+].[K+]>C1(C)C=CC=CC=1.O>[C:18]([O:20][CH2:21][CH3:22])(=[O:19])[C:17]([C:11]1[CH:16]=[CH:15][CH:14]=[CH:13][CH:12]=1)=[CH2:1] |f:2.3,5.6.7|. Reported procedure: A solution of diethyl oxalate (75 g, 513 mmole) and ethyl phenylacetate (108 g, 658 mmol) in 300 mL of dry toluene was slowly charged with solid sodium ethoxide (33.3 g, 489 mmol). A mild exothermic reaction was observed and the reaction mixture turned orange. Precipitation of the salt started within 1 hour and the reaction was left at room temperature overnight. The salt was filtered and washed thoroughly with dry ether. The solid was suspended in 200 mL of ether then acidified to pH2 with 5% a... Reactants: [H-].[Na+] (sodium hydride), ClC1=C(C(=CC(=C1)C(F)(F)F)Cl)C1=NN(C(=C1)S)C (3-(2,6-dichloro-4-trifluoromethylphenyl)-5-mercapto-1-methylpyrazole), FC(F)(F)I (trifluoromethyl iodide), Ice water. Run in O1CCCC1 (tetrahydrofuran), O1CCCC1 (tetrahydrofuran). Reaction conditions: time 1 hour. Yields the product ClC1=C(C(=CC(=C1)C(F)(F)F)Cl)C1=NN(C(=C1)SC(F)(F)F)C (3-(2,6-dichloro-4-trifluoromethylphenyl)-1-methyl-5-(trifluoromethylsulfenyl)pyrazole), oil. The yield is 48.6%. Reaction SMILES: [H-].[Na+].[Cl:3][C:4]1[CH:9]=[C:8]([C:10]([F:13])([F:12])[F:11])[CH:7]=[C:6]([Cl:14])[C:5]=1[C:15]1[CH:19]=[C:18]([SH:20])[N:17]([CH3:21])[N:16]=1.[F:22][C:23](I)([F:25])[F:24]>O1CCCC1>[Cl:3][C:4]1[CH:9]=[C:8]([C:10]([F:11])([F:13])[F:12])[CH:7]=[C:6]([Cl:14])[C:5]=1[C:15]1[CH:19]=[C:18]([S:20][C:23]([F:25])([F:24])[F:22])[N:17]([CH3:21])[N:16]=1 |f:0.1|. Procedure: To a suspension of 0.13 g of 60% oily sodium hydride in 10 ml of anhydrous tetrahydrofuran was added dropwise 0.7 g of 3-(2,6-dichloro-4-trifluoromethylphenyl)-1-methyl-5-mercaptopyrazole (2) in 2.0 ml of anhydrous tetrahydrofuran at 0° C., and the mixture was stirred at room temperature for 1 hour. Subsequently, with addition of an excess of trifluoromethyl iodide, the mixture was stirred for 4 hours as contained in a sealed container. Ice water was added to the reaction mixture, the mixture wa... Reactants: Cl, Cc1cc(C)c([N+](=O)[O-])cc1[N-]C(=O)CCCCCl, [Na+], C1CCOC1, [OH-], O. Product: Cc1cc(C)c([N+](=O)[O-])cc1N1CCCCC1=O. As a reaction SMILES: [ClH:22].[N+:1](=[O:2])([O-:3])[c:4]1[cH:5][c:6]([N-:12][C:13]([CH2:14][CH2:15][CH2:16][CH2:17][Cl:18])=[O:19])[c:7]([CH3:11])[cH:8][c:9]1[CH3:10].[Na+:21].[O:23]1[CH2:24][CH2:25][CH2:26][CH2:27]1.[OH-:20].[OH2:28]>>[N+:1](=[O:2])([O-:3])[c:4]1[cH:5][c:6]([N:12]2[C:13](=[O:19])[CH2:14][CH2:15][CH2:16][CH2:17]2)[c:7]([CH3:11])[cH:8][c:9]1[CH3:10].